From a dataset of the Open Reaction Database (ORD), a public repository of structured organic reaction records. describe an organic reaction: reactants, conditions, products, and yield The reactants are solution, Cl (hydrogen chloride), S1C2=C(C=C1)C=C(C=C2)CCOCCCCCN(CC)CC (N-[5-(2-benzo[b]thiophen-5-ylethoxy)pentyl]-N,N-diethylamine). Run in C(C)(=O)OCC (ethyl acetate), C(C)(=O)OCC (ethyl acetate), C(C)(C)OC(C)C (diisopropyl ether). Run at time 1 hour. Product: Cl.S1C2=C(C=C1)C=C(C=C2)CCOCCCCCN(CC)CC (N-[5-(2-benzo[b]thiophen-5-ylethoxy)pentyl]-N,N-diethylamine hydrochloride). As a reaction SMILES: [S:1]1[CH:5]=[CH:4][C:3]2[CH:6]=[C:7]([CH2:10][CH2:11][O:12][CH2:13][CH2:14][CH2:15][CH2:16][CH2:17][N:18]([CH2:21][CH3:22])[CH2:19][CH3:20])[CH:8]=[CH:9][C:2]1=2.[ClH:23]>C(OCC)(=O)C.C(OC(C)C)(C)C>[ClH:23].[S:1]1[CH:5]=[CH:4][C:3]2[CH:6]=[C:7]([CH2:10][CH2:11][O:12][CH2:13][CH2:14][CH2:15][CH2:16][CH2:17][N:18]([CH2:19][CH3:20])[CH2:21][CH3:22])[CH:8]=[CH:9][C:2]1=2 |f:4.5|. Procedure details: In 3.0 mL of ethyl acetate is dissolved 0.62 g of N-[5-(2-benzo[b]thiophen-5-ylethoxy)pentyl]-N,N-diethylamine, to which is added 1.1 mL of 3.6 mol/L solution of dry hydrogen chloride in ethyl acetate. The mixture is stirred at ambient temperature for one hour. The reaction mixture is diluted with 5 mL of diisopropyl ether and stirred at ambient temperature for one hour. The deposited crystal is collected by filtration, washed with ethyl acetate and dried to obtain 0.55 g of N-[5-(2-benzo[b]thio... Reactants: OO (hydrogen peroxide), CN1N=NN=C1S(=O)(=O)CCCCSC1=NN=NN1C (4-(1-Methyl-1,2,3,4-tetrazol-5-yl)thiobutyl 1-methyl-1,2,3,4-tetrazol-5-yl sulfone), O (Water). The solvent is C(=O)O (formic acid). Run at time 3 hour. Yields the product CN1N=NN=C1S(=O)(=O)CCCCS(=O)C1=NN=NN1C (4-(1-methyl-1,2,3,4-tetrazol-5-yl)sulfinylbutyl 1-methyl-1,2,3,4-tetrazol-5-yl sulfone). Isolated yield 38.1%. Reaction SMILES: [CH3:1][N:2]1[C:6]([S:7]([CH2:10][CH2:11][CH2:12][CH2:13][S:14][C:15]2[N:19]([CH3:20])[N:18]=[N:17][N:16]=2)(=[O:9])=[O:8])=[N:5][N:4]=[N:3]1.[OH:21]O.O>C(O)=O>[CH3:1][N:2]1[C:6]([S:7]([CH2:10][CH2:11][CH2:12][CH2:13][S:14]([C:15]2[N:19]([CH3:20])[N:18]=[N:17][N:16]=2)=[O:21])(=[O:8])=[O:9])=[N:5][N:4]=[N:3]1. Procedure details: 4-(1-Methyl-1,2,3,4-tetrazol-5-yl)thiobutyl 1-methyl-1,2,3,4-tetrazol-5-yl sulfone (1 g) is dissolved in formic acid (10 ml), and thereto is added with stirring 30% hydrogen peroxide (0.4 g) at room temperature, and the mixture is stirred for 3 hours. Water is added to the mixture and the precipitated crystals are collected by filtration and recrystallized from ethanol-chloroform to give 4-(1-methyl-1,2,3,4-tetrazol-5-yl)sulfinylbutyl 1-methyl-1,2,3,4-tetrazol-5-yl sulfone (0.4 g) as colorless s... Reactants: CC(C)(C)OC(=O)N1CCCC(C=C(Br)Br)C1, C1CCOC1, [Li]CCCC, CCCCCC. Product: C#CC1CCCN(C(=O)OC(C)(C)C)C1. As a reaction SMILES: [C:1]([CH3:2])([CH3:3])([CH3:4])[O:5][C:6](=[O:7])[N:8]1[CH2:9][CH:10]([CH:14]=[C:15]([Br:16])[Br:17])[CH2:11][CH2:12][CH2:13]1.[CH2:29]1[O:30][CH2:31][CH2:32][CH2:33]1.[CH3:18][CH2:19][CH2:20][CH2:21][Li:22].[CH3:23][CH2:24][CH2:25][CH2:26][CH2:27][CH3:28]>>[C:1]([CH3:2])([CH3:3])([CH3:4])[O:5][C:6](=[O:7])[N:8]1[CH2:9][CH:10]([C:14]#[CH:15])[CH2:11][CH2:12][CH2:13]1. The reactants are C(C)(C)I (isopropyl iodide), FC1=CC=C(C(=O)N(C2CCNCC2)CC2=C(C=CC(=C2)C2=CC3=C(N(N=N3)C(C3=CC=CC=C3)(C3=CC=CC=C3)C3=CC=CC=C3)C=C2)F)C=C1 (4-Fluoro-N-[2-fluoro-5-(1-trityl-1H-benzotriazol-5-yl)-benzyl]-N-piperidin-4-yl-benzamide), C(C)(C)I (isopropyl iodide), C([O-])([O-])=O.[K+].[K+] (potassium carbonate). The solvent is CN(C)C=O (DMF), O (water). Conditions: time 10 day. The product is FC1=CC=C(C(=O)N(C2CCN(CC2)C(C)C)CC2=C(C=CC(=C2)C2=CC3=C(N(N=N3)C(C3=CC=CC=C3)(C3=CC=CC=C3)C3=CC=CC=C3)C=C2)F)C=C1 (4-Fluoro-N-[2-fluoro-5-(1-trityl-1H-benzotriazol-5-yl)-benzyl]-N-(1-isopropyl-piperidin-4-yl)-benzamide). The yield is 61.5%. As a reaction SMILES: [F:1][C:2]1[CH:52]=[CH:51][C:5]([C:6]([N:8]([CH2:15][C:16]2[CH:21]=[C:20]([C:22]3[CH:49]=[CH:48][C:25]4[N:26]([C:29]([C:42]5[CH:47]=[CH:46][CH:45]=[CH:44][CH:43]=5)([C:36]5[CH:41]=[CH:40][CH:39]=[CH:38][CH:37]=5)[C:30]5[CH:35]=[CH:34][CH:33]=[CH:32][CH:31]=5)[N:27]=[N:28][C:24]=4[CH:23]=3)[CH:19]=[CH:18][C:17]=2[F:50])[CH:9]2[CH2:14][CH2:13][NH:12][CH2:11][CH2:10]2)=[O:7])=[CH:4][CH:3]=1.[CH:53](I)([CH3:55])[CH3:54].C(=O)([O-])[O-].[K+].[K+]>CN(C=O)C.O>[F:1][C:2]1[CH:3]=[CH:4][C:5]([C:6]([N:8]([CH2:15][C:16]2[CH:21]=[C:20]([C:22]3[CH:49]=[CH:48][C:25]4[N:26]([C:29]([C:36]5[CH:41]=[CH:40][CH:39]=[CH:38][CH:37]=5)([C:42]5[CH:43]=[CH:44][CH:45]=[CH:46][CH:47]=5)[C:30]5[CH:35]=[CH:34][CH:33]=[CH:32][CH:31]=5)[N:27]=[N:28][C:24]=4[CH:23]=3)[CH:19]=[CH:18][C:17]=2[F:50])[CH:9]2[CH2:14][CH2:13][N:12]([CH:53]([CH3:55])[CH3:54])[CH2:11][CH2:10]2)=[O:7])=[CH:51][CH:52]=1 |f:2.3.4|. Procedure details: A mixture of 4-Fluoro-N-[2-fluoro-5-(1-trityl-1H-benzotriazol-5-yl)-benzyl]-N-piperidin-4-yl-benzamide (25 mg, 0.04 mmol), isopropyl iodide (34 mg, 0.2 mmol) and potassium carbonate (28 mg, 0.2 mmol) in 2 mL of DMF was heated at 40° C. for 3 h when additional isopropyl iodide (34 mg, 0.2 mmol) was added. The mixture was heated for an additional 2 h and then left at ambient temperature for 10 days. The mixture was diluted with water and the product extracted into ethyl acetate. The combined organ... The reactants are CCOCC (ether), Cl (hydrochloric acid), C(CCC)S(=O)(=O)C=1C=CC2=C(SC(=C2C(=O)C2=CC=C(C=C2)OCCN2CCCCC2)C2=CC=C(C=C2)S(=O)(=O)CCCC)C1 ([6-(n-Butylsulfonoyl)-2-[4-(n-butylsulfonoyl)phenyl]-benzo[b]thien-3-yl][4-[2-(1-piperidinyl)ethoxy]-phenyl] methanone). The solvent is C(C)(=O)OCC (ethyl acetate). The product is Cl.C(CCC)S(=O)(=O)C=1C=CC2=C(SC(=C2C(=O)C2=CC=C(C=C2)OCCN2CCCCC2)C2=CC=C(C=C2)S(=O)(=O)CCCC)C1 ([6-(n-butylsulfonoyl)-2-[4-(n-butylsulfonoyl)phenyl]benzo[b]thien-3-yl][4-[2-(1-piperidinyl)ethoxy]-phenyl] methanone, Hydrochloride). As a reaction SMILES: [CH2:1]([S:5]([C:8]1[CH:9]=[CH:10][C:11]2[C:15]([C:16]([C:18]3[CH:23]=[CH:22][C:21]([O:24][CH2:25][CH2:26][N:27]4[CH2:32][CH2:31][CH2:30][CH2:29][CH2:28]4)=[CH:20][CH:19]=3)=[O:17])=[C:14]([C:33]3[CH:38]=[CH:37][C:36]([S:39]([CH2:42][CH2:43][CH2:44][CH3:45])(=[O:41])=[O:40])=[CH:35][CH:34]=3)[S:13][C:12]=2[CH:46]=1)(=[O:7])=[O:6])[CH2:2][CH2:3][CH3:4].CCOCC.[ClH:52]>C(OCC)(=O)C>[ClH:52].[CH2:1]([S:5]([C:8]1[CH:9]=[CH:10][C:11]2[C:15]([C:16]([C:18]3[CH:23]=[CH:22][C:21]([O:24][CH2:25][CH2:26][N:27]4[CH2:28][CH2:29][CH2:30][CH2:31][CH2:32]4)=[CH:20][CH:19]=3)=[O:17])=[C:14]([C:33]3[CH:34]=[CH:35][C:36]([S:39]([CH2:42][CH2:43][CH2:44][CH3:45])(=[O:41])=[O:40])=[CH:37][CH:38]=3)[S:13][C:12]=2[CH:46]=1)(=[O:7])=[O:6])[CH2:2][CH2:3][CH3:4] |f:4.5|. Procedure details: The commpound of Example 1, [6-(n-Butylsulfonoyl)-2-[4-(n-butylsulfonoyl)phenyl]-benzo[b]thien-3-yl][4-[2-(1-piperidinyl)ethoxy]-phenyl] methanone (5.4 g) was dissolved in ethyl acetate (EtOAc) and a solution of ether, saturated with hydrochloric acid, was added until no more precipitate was formed. The liquid was decanted off and the solid was triturated with ether. The title compound was crystallized from hot ethyl acetate to afford 3.74 g, as a white powder. The reactants are FC1=C(C(=O)O)C=CC(=C1)[N+](=O)[O-] (2-fluoro-4-nitrobenzoic acid), O.C1(=CC=C(C=C1)S(=O)(=O)O)C (p-toluenesulfonic acid monohydrate). Run in C(C)O (ethyl alcohol). Product: C(C)OC(C1=C(C=C(C=C1)[N+](=O)[O-])F)=O (2-Fluoro-4-nitrobenzoic acid ethyl ester). RXN SMILES: [F:1][C:2]1[CH:10]=[C:9]([N+:11]([O-:13])=[O:12])[CH:8]=[CH:7][C:3]=1[C:4]([OH:6])=[O:5].O.[C:15]1(C)C=CC(S(O)(=O)=O)=C[CH:16]=1>C(O)C>[CH2:15]([O:5][C:4](=[O:6])[C:3]1[CH:7]=[CH:8][C:9]([N+:11]([O-:13])=[O:12])=[CH:10][C:2]=1[F:1])[CH3:16] |f:1.2|. Reported procedure: To a solution of 2-fluoro-4-nitrobenzoic acid (1.15 g, 6.22 mmol) in absolute ethyl alcohol (20 mL) was added p-toluenesulfonic acid monohydrate (100 mg). After 16 h at reflux, the reaction mixture was concentrated in vacuo and the residue chromatographed on silica gel (eluted with 5% ethyl acetate in hexane) to give 770 mg (Y: 58%) of the title product; 1H-NMR (CDCl3): δ8.16-8.00 (m, 3H), 4.45 (q, J=7.1 Hz, 2H), 1.43 (t, J=7.1 Hz, 3H). MS (DCI) m/e: 214 (MH+). Reactants: CCOC(=O)NS(=O)(=O)c1ccc(Cl)s1, CNc1cc2c(cc1F)C(=O)N(c1ccc(N)cc1)CO2, C1COCCO1. The product is CNc1cc2c(cc1F)C(=O)N(c1ccc(NC(=O)NS(=O)(=O)c3ccc(Cl)s3)cc1)CO2. Reaction SMILES: [CH2:22]([O:24][C:25](=[O:23])[NH:26][S:27](=[O:28])(=[O:29])[c:30]1[s:31][c:32]([Cl:35])[cH:33][cH:34]1)[CH3:36].[NH2:1][c:2]1[cH:3][cH:4][c:5]([N:8]2[CH2:9][O:10][c:11]3[c:12]([cH:15][c:16]([F:21])[c:17]([NH:19][CH3:20])[cH:18]3)[C:13]2=[O:14])[cH:6][cH:7]1.[O:37]1[CH2:38][CH2:39][O:40][CH2:41][CH2:42]1>>[NH:1]([c:2]1[cH:3][cH:4][c:5]([N:8]2[CH2:9][O:10][c:11]3[c:12]([cH:15][c:16]([F:21])[c:17]([NH:19][CH3:20])[cH:18]3)[C:13]2=[O:14])[cH:6][cH:7]1)[C:25](=[O:24])[NH:26][S:27](=[O:28])(=[O:29])[c:30]1[s:31][c:32]([Cl:35])[cH:33][cH:34]1.